Dataset: the Open Reaction Database (ORD), a public repository of structured organic reaction records. Task: describe an organic reaction: reactants, conditions, products, and yield Starting materials: NC=1C(=NC(=CC1)C(F)(F)F)Cl (3-Amino-2-chloro-6-trifluoromethylpyridine), C(C)(=O)[O-].[Na+] (sodium acetate), [H][H] (hydrogen). The reagents and catalysts are [Pd] (palladium on carbon). Run in CO (methanol). Product: NC=1C=NC(=CC1)C(F)(F)F (3-Amino-6-trifluoromethylpyridine). Yield: 92.1%. As a reaction SMILES: [NH2:1][C:2]1[C:3](Cl)=[N:4][C:5]([C:8]([F:11])([F:10])[F:9])=[CH:6][CH:7]=1.C([O-])(=O)C.[Na+].[H][H]>[Pd].CO>[NH2:1][C:2]1[CH:3]=[N:4][C:5]([C:8]([F:11])([F:9])[F:10])=[CH:6][CH:7]=1 |f:1.2|. Procedure: 3-Amino-2-chloro-6-trifluoromethylpyridine (15.0 g, 76 mmol), sodium acetate (12.53 g, 153 mmol) and 10% palladium on carbon (1.5 g) in methanol (300 ml) were hydrogenated at 50 psi hydrogen for 18 h, then the suspension was filtered. The filtrate was concentrated to give the product as a tan solid (11.38 g, 70 mmol, 92% yield). Reactants: COc1c([N+](=O)[O-])cc(C=O)c(Cl)c1OC(C)=O, CO, [Na+], [OH-]. Yields the product COc1c([N+](=O)[O-])cc(C=O)c(Cl)c1O. Reaction SMILES: [C:1](=[O:2])([CH3:3])[O:4][c:5]1[c:6]([Cl:18])[c:7]([CH:16]=[O:17])[cH:8][c:9]([N+:13](=[O:14])[O-:15])[c:10]1[O:11][CH3:12].[CH3:21][OH:22].[Na+:20].[OH-:19]>>[OH:4][c:5]1[c:6]([Cl:18])[c:7]([CH:16]=[O:17])[cH:8][c:9]([N+:13](=[O:14])[O-:15])[c:10]1[O:11][CH3:12].